Dataset: the Open Reaction Database (ORD), a public repository of structured organic reaction records. Task: describe an organic reaction: reactants, conditions, products, and yield Product: CC(CC=1N=C(NC1)C(CC1=CC=C(C=C1)C1=C(C=CC=C1)S(=O)C)(C)O)(CC)C (2-[4-(2,2-dimethylbutyl)-1H-imidazol-2-yl]-1-[2′-(methylsulfinyl)biphenyl-4-yl]propan-2-ol). Solvent: CO (methanol). RXN SMILES: Cl.[CH3:2][C:3]([CH3:37])([CH2:35][CH3:36])[CH2:4][C:5]1[N:6]=[C:7]([C:16]([OH:34])([CH3:33])[CH2:17][C:18]2[CH:23]=[CH:22][C:21]([C:24]3[CH:29]=[CH:28][CH:27]=[CH:26][C:25]=3[S:30]([CH3:32])=[O:31])=[CH:20][CH:19]=2)[N:8](S(N(C)C)(=O)=O)[CH:9]=1>CO>[CH3:2][C:3]([CH3:37])([CH2:35][CH3:36])[CH2:4][C:5]1[N:6]=[C:7]([C:16]([OH:34])([CH3:33])[CH2:17][C:18]2[CH:23]=[CH:22][C:21]([C:24]3[CH:29]=[CH:28][CH:27]=[CH:26][C:25]=3[S:30]([CH3:32])=[O:31])=[CH:20][CH:19]=2)[NH:8][CH:9]=1. Reaction conditions: temperature 70 celsius, time 1 hour. Starting materials: Cl (Hydrogen chloride), CC(CC=1N=C(N(C1)S(=O)(=O)N(C)C)C(CC1=CC=C(C=C1)C1=C(C=CC=C1)S(=O)C)(C)O)(CC)C (4-(2,2-dimethylbutyl)-2-{1-hydroxy-1-methyl-2-[2′-(methylsulfinyl)biphenyl-4-yl]ethyl}-N,N-dimethyl-1H-imidazole-1-sulfonamide). Procedure: Hydrogen chloride (4 M in 1,4-dioxane) (2 mL, 8 mmol) was added to a solution of 4-(2,2-dimethylbutyl)-2-{1-hydroxy-1-methyl-2-[2′-(methylsulfinyl)biphenyl-4-yl]ethyl}-N,N-dimethyl-1H-imidazole-1-sulfonamide (274 mg, 0.52 mmol) in methanol (4 mL). After stirring at 70° C. for 1 h, volatiles were removed in vacuo. The residue was partitioned between methanol/ethyl acetate and 10% aqueous sodium hydroxide. The aqueous phase was extracted with ethyl acetate. The combined organic extracts were dried... Reactants: C(#N)C=1C=C(NC1C)C(=O)OCC (ethyl 4-cyano-5-methyl-1H-pyrrole-2-carboxylate), C(#N)C=1C=C(NC1C)C(=O)OCC (ethyl 4-cyano-5-methyl-1H-pyrrole-2-carboxylate), [OH-].[Li+] (Lithium hydroxide). The solvent is CO (MeOH). Conditions: temperature 90 celsius, time 2 hour. Product: C(#N)C=1C=C(NC1C)C(=O)O (4-Cyano-5-methyl-1H-pyrrole-2-carboxylic acid). Reaction SMILES: [OH-].[Li+].[C:3]([C:5]1[CH:6]=[C:7]([C:11]([O:13]CC)=[O:12])[NH:8][C:9]=1[CH3:10])#[N:4]>CO>[C:3]([C:5]1[CH:6]=[C:7]([C:11]([OH:13])=[O:12])[NH:8][C:9]=1[CH3:10])#[N:4] |f:0.1|. Procedure details: Lithium hydroxide (2 N, 2 ml) was warmed to 40° C. and a solution of ethyl 4-cyano-5-methyl-1H-pyrrole-2-carboxylate (Intermediate 14, 0.16 g) in 2 ml of MeOH was added. The reaction temperature was gradually increased to 90° C. and the reaction was stirred at that temperature for 2 hours. Then MeOH was removed and the remaining aqueous solution was cooled to 0° C. and acidified with 3 M HCl (pH ˜2). The acidic solution was extracted with EtOAc, the combined organic extracts were dried over magn... The reactants are O=C(O)c1ccc(Cl)cc1O, C=[N+]=[N-]. RXN SMILES: [Cl:1][c:2]1[cH:3][c:4]([OH:11])[c:5]([C:6](=[O:7])[OH:8])[cH:9][cH:10]1.[N+:12](=[N-:13])=[CH2:14]>>[Cl:1][c:2]1[cH:3][c:4]([OH:11])[c:5]([C:6](=[O:7])[O:8][CH3:14])[cH:9][cH:10]1. Product: COC(=O)c1ccc(Cl)cc1O. Starting materials: ClC=1C=C2C(=C(C=NC2=C(C1F)CCO[Si](C)(C)C(C)(C)C)C(=O)OCC)O (Ethyl 6-Chloro-7-fluoro-8-(2-t-butyldimethylsilyloxyethyl) -4-hydroxyquinoline-3-carboxylate), C(Cl)(Cl)Cl (chloroform), CO (methanol), Cl (hydrochloric acid). The solvent is O1CCOCC1 (dioxane), C(C)O (ethanol). Conditions: time 30 minute. Yields the product ClC=1C=C2C(=C(C=NC2=C(C1F)CCO)C(=O)OCC)O (Ethyl 6-Chloro-7-fluoro-8-(2-hydroxyethyl)-4-hydroxyquinoline-3-carboxylate). The yield is 90.7%. As a reaction SMILES: [Cl:1][C:2]1[CH:3]=[C:4]2[C:9](=[C:10]([CH2:13][CH2:14][O:15][Si](C(C)(C)C)(C)C)[C:11]=1[F:12])[N:8]=[CH:7][C:6]([C:23]([O:25][CH2:26][CH3:27])=[O:24])=[C:5]2[OH:28].C(Cl)(Cl)Cl.CO.Cl>O1CCOCC1.C(O)C>[Cl:1][C:2]1[CH:3]=[C:4]2[C:9](=[C:10]([CH2:13][CH2:14][OH:15])[C:11]=1[F:12])[N:8]=[CH:7][C:6]([C:23]([O:25][CH2:26][CH3:27])=[O:24])=[C:5]2[OH:28]. Procedure details: 5.62 g (13 mmol) of the compound (129) obtained above was added in a mixture solvent of 100 ml of chloroform and 100 ml of methanol, and 15 ml of 4N hydrochloric acid solution in dioxane was added to the solution. After stirring at room temperature for 30 minutes, the solvent was removed from the solution by distillation. Crystals obtained were dispersed in ethanol and filtrated. They were washed with ethanol and ether in this order to obtain 3.70 g of the subject compound (130) in a 90% yield.